This data is from the Open Reaction Database (ORD), a public repository of structured organic reaction records. The task is: describe an organic reaction: reactants, conditions, products, and yield The reactants are C (charcoal), BrC1=NC=CC(=C1)C(=O)N (2-bromo-4-pyridinecarboxamide), BrCCCCCCOCCCCC#C (6-[(6-bromohexyl)oxy]-1-hexyne), C1(CCCCC1)NC1CCCCC1 (dicyclohexylamine). Conditions: time 20 hour. Procedure details: A mixture of 2-bromo-4-pyridinecarboxamide (1.1 g), BTPC (35 mg), copper (I) iodide (8 mg), 6-[(6-bromohexyl)oxy]-1-hexyne (1.43 g) and dicyclohexylamine (1.2 ml) in acetonitrile (20 ml) was stirred at room temperature, under nitrogen, for 20 h, then left to stand for 24 h. The yellow mixture was diluted with ether (50 ml), filtered, the filtrate dried and evaporated in vacuo to give a yellow waxy solid. The solid was purified by FCC eluting with System A (98:2:1) to give a pale yellow waxy soli... Reagents/catalysts: [Cu]I (copper (I) iodide). Reaction SMILES: Br[C:2]1[CH:7]=[C:6]([C:8]([NH2:10])=[O:9])[CH:5]=[CH:4][N:3]=1.[Br:11][CH2:12][CH2:13][CH2:14][CH2:15][CH2:16][CH2:17][O:18][CH2:19][CH2:20][CH2:21][CH2:22][C:23]#[CH:24].C1(NC2CCCCC2)CCCCC1.C>C(#N)C.CCOCC.C(O)C.C1(C)C=CC=CC=1.[Cu]I>[Br:11][CH2:12][CH2:13][CH2:14][CH2:15][CH2:16][CH2:17][O:18][CH2:19][CH2:20][CH2:21][CH2:22][C:23]#[C:24][C:2]1[CH:7]=[C:6]([C:8]([NH2:10])=[O:9])[CH:5]=[CH:4][N:3]=1 |f:6.7|. Yields the product BrCCCCCCOCCCCC#CC1=NC=CC(=C1)C(=O)N (2-[6-[(6-Bromohexyl)oxy]-1-hexynyl]-4-pyridinecarboxamide), solid. Run in C(C)O.C1(=CC=CC=C1)C (ethanol toluene), CCOCC (ether), C(C)#N (acetonitrile). The product is ClC1=C(C(=NC2=C(C(=NC=C2)Cl)F)Cl)C(=CC=C1)Cl (2,6-Dichloro-N-(2-chloro-3-fluoropyridin-4-yl)benzimidoyl chloride). Solvent: C1(=CC=CC=C1)C (toluene). Reactants: ClC1=C(C(=O)NC2=C(C(=NC=C2)Cl)F)C(=CC=C1)Cl (2,6-dichloro-N-(2-chloro-3-fluoropyridin-4-yl)benzamide), S(=O)(Cl)Cl (thionyl chloride). Procedure: A mixture of 2,6-dichloro-N-(2-chloro-3-fluoropyridin-4-yl)benzamide (1.12 g, 3.5 mmol) and thionyl chloride (10 mL) was heated under reflux for 18 hours then cooled to ambient temperature. The reaction mixture was diluted with toluene (10 mL) and concentrated under reduced pressure to afford the title compound as a pale brown solid (1.23 g, quant. yield). 1H NMR (400 MHz, CDCl3): δ 8.23 (d, J=5.1 Hz, 1H), 7.45-7.44 (m, 2H), 7.38 (dd, J=9.4, 6.5 Hz, 1H), 6.98 (t, J=5.1 Hz, 1H). RXN SMILES: [Cl:1][C:2]1[CH:18]=[CH:17][CH:16]=[C:15]([Cl:19])[C:3]=1[C:4]([NH:6][C:7]1[CH:12]=[CH:11][N:10]=[C:9]([Cl:13])[C:8]=1[F:14])=O.S(Cl)([Cl:22])=O>C1(C)C=CC=CC=1>[Cl:1][C:2]1[CH:18]=[CH:17][CH:16]=[C:15]([Cl:19])[C:3]=1[C:4]([Cl:22])=[N:6][C:7]1[CH:12]=[CH:11][N:10]=[C:9]([Cl:13])[C:8]=1[F:14]. Starting materials: O=Cc1cccc(Br)c1, NC1CCCc2ccccc21. Yields the product Brc1cccc(CNC2CCCc3ccccc32)c1. RXN SMILES: [Br:1][c:2]1[cH:3][c:4]([CH:5]=[O:6])[cH:7][cH:8][cH:9]1.[CH:10]1([NH2:20])[CH2:11][CH2:12][CH2:13][c:14]2[cH:15][cH:16][cH:17][cH:18][c:19]21>>[Br:1][c:2]1[cH:3][c:4]([CH2:5][NH:20][CH:10]2[CH2:11][CH2:12][CH2:13][c:14]3[cH:15][cH:16][cH:17][cH:18][c:19]32)[cH:7][cH:8][cH:9]1. The reactants are C=Cc1ccc(OC(C)=O)cc1, CC(=O)OO, CC(=O)[O-], CC(=O)O, ClC(Cl)Cl, [Na+], O, OO, O=S(=O)(O)O, O=S(=O)(O)O. Product: CC(=O)Oc1ccc(C2CO2)cc1. Reaction SMILES: [C:13]([CH3:14])(=[O:15])[O:16][c:17]1[cH:18][cH:19][c:20]([CH:21]=[CH2:22])[cH:23][cH:24]1.[C:1]([O:2][OH:4])(=[O:3])[CH3:5].[CH3:26][C:27](=[O:28])[O-:29].[CH3:40][C:41](=[O:42])[OH:43].[CH:35]([Cl:36])([Cl:37])[Cl:38].[Na+:25].[OH2:39].[OH:6][OH:7].[S:30](=[O:31])(=[O:32])([OH:33])[OH:34].[S:8](=[O:9])(=[O:10])([OH:11])[OH:12]>>[O:3]1[CH:21]([c:20]2[cH:19][cH:18][c:17]([O:16][C:13]([CH3:14])=[O:15])[cH:24][cH:23]2)[CH2:22]1. The reactants are C(C1=CC=CC=C1)OC=1C=C(C=O)C=CC1OC (3-benzyloxy-4-methoxy benzaldehyde), [Mn](=O)(=O)(=O)[O-].[K+] (potassium permanganate), Cl (HCl). The reagents and catalysts are [Br-].C(CCC)[N+](CCCC)(CCCC)CCCC (tetrabutylammonium bromide). Run in N1=CC=CC=C1 (pyridine), O (water), O (water), O (water). The product is C(C1=CC=CC=C1)OC=1C=C(C(=O)O)C=CC1OC (3-Benzyloxy-4-methoxy Benzoic Acid). The yield is 88.5%. RXN SMILES: [Mn]([O-])(=O)(=O)=[O:2].[K+].[CH2:7]([O:14][C:15]1[CH:16]=[C:17]([CH:20]=[CH:21][C:22]=1[O:23][CH3:24])[CH:18]=[O:19])[C:8]1[CH:13]=[CH:12][CH:11]=[CH:10][CH:9]=1.Cl>O.[Br-].C([N+](CCCC)(CCCC)CCCC)CCC.N1C=CC=CC=1>[CH2:7]([O:14][C:15]1[CH:16]=[C:17]([CH:20]=[CH:21][C:22]=1[O:23][CH3:24])[C:18]([OH:2])=[O:19])[C:8]1[CH:9]=[CH:10][CH:11]=[CH:12][CH:13]=1 |f:0.1,5.6|. Reported procedure: A solution of potassium permanganate (24.81 g, 0.157 moles) in water (0.1 l) was added under stirring with a solution of tetrabutylammonium bromide (50.61 g, 0.157 moles) in water (0.2 l). The formed solid was separated by filtration, washed with water, squeezed, then dissolved in pyridine (0.3 l). The solution was dropped into a solution of 3-benzyloxy-4-methoxy benzaldehyde (38.2 g, 0.157 moles) in pyridine (0.15 l) in water bath. After 3 hours the reaction mixture was brought to acidic pH by ... Reactants: BrC=1C=C(C=CC1F)C1C2=C(NC=3CN(CC(C13)=O)C(=O)OC=C)CCCC2=O (Vinyl 5-(3-bromo-4-fluorophenyl)-4,6-dioxo-3,4,5,6,7,8,9,10-octahydrobenzo[b][1,7]naphthyridine-2(1H)-carboxylate), Cl (HCl). Run in C(C)O (ethyl alcohol). The product is Cl.BrC=1C=C(C=CC1F)C1C2=C(NC=3CNCC(C13)=O)CCCC2=O (5-(3-bromo-4-fluorophenyl)-2,3,5,8,9,10-hexahydrobenzo [b][1,7]naphthyridine-4,6(1H, 7H)-dione Hydrochloride). Reaction SMILES: [Br:1][C:2]1[CH:3]=[C:4]([CH:9]2[C:18]3[C:17](=[O:19])[CH2:16][N:15](C(OC=C)=O)[CH2:14][C:13]=3[NH:12][C:11]3[CH2:25][CH2:26][CH2:27][C:28](=[O:29])[C:10]2=3)[CH:5]=[CH:6][C:7]=1[F:8].[ClH:30]>C(O)C>[ClH:30].[Br:1][C:2]1[CH:3]=[C:4]([CH:9]2[C:18]3[C:17](=[O:19])[CH2:16][NH:15][CH2:14][C:13]=3[NH:12][C:11]3[CH2:25][CH2:26][CH2:27][C:28](=[O:29])[C:10]2=3)[CH:5]=[CH:6][C:7]=1[F:8] |f:3.4|. Procedure: A solution of the product from Example 2B (0.25 g) in ethyl alcohol (20 mL) was treated with 6M HCl (20 mL) and heated to reflux for 1.5 hours. The ethyl alcohol was evaporated and the aqueous portion basified with 1N sodium hydroxide. The basified solution was extracted with methylene chloride (3×). The combined methylene chloride extractions were concentrated and the residue was purified by flash chromatography over silica gel (10:90:1 ethanol/methylene chloride/saturated ammonium hydroxide) t... Starting materials: ClC1=NN2C(C(=CC=C2)C2=CC=C(C=C2)P(=O)(C)C)=N1 (2-chloro-8-[4-(dimethyl-phosphinoyl)-phenyl]-[1,2,4]triazolo[1,5-a]pyridine), NC=1C=C(C=CC1)N1C(CN(CC1)C)=O (1-(3-amino-phenyl)-4-methyl-piperazin-2-one), C1(CCCCC1)P(C1=C(C=CC=C1)C1=C(C=CC=C1)P(C1CCCCC1)C1CCCCC1)C1CCCCC1 (2,2′-bis-dicyclohexylphosphanyl-biphenyl). Product: CP(=O)(C1=CC=C(C=C1)C=1C=2N(C=CC1)N=C(N2)NC=2C=C(C=CC2)N2C(CN(CC2)C)=O)C (1-(3-{8-[4-(Dimethyl-phosphinoyl)-phenyl]-[1,2,4]triazolo[1,5-a]pyridin-2-ylamino}-phenyl)-4-methyl-piperazin-2-one), solid. Yield: 49.0%. Reaction SMILES: Cl[C:2]1[N:20]=[C:5]2[C:6]([C:10]3[CH:15]=[CH:14][C:13]([P:16]([CH3:19])([CH3:18])=[O:17])=[CH:12][CH:11]=3)=[CH:7][CH:8]=[CH:9][N:4]2[N:3]=1.[NH2:21][C:22]1[CH:23]=[C:24]([N:28]2[CH2:33][CH2:32][N:31]([CH3:34])[CH2:30][C:29]2=[O:35])[CH:25]=[CH:26][CH:27]=1.C1(P(C2CCCCC2)C2C=CC=CC=2C2C=CC=CC=2P(C2CCCCC2)C2CCCCC2)CCCCC1>>[CH3:18][P:16]([CH3:19])([C:13]1[CH:14]=[CH:15][C:10]([C:6]2[C:5]3[N:4]([N:3]=[C:2]([NH:21][C:22]4[CH:23]=[C:24]([N:28]5[CH2:33][CH2:32][N:31]([CH3:34])[CH2:30][C:29]5=[O:35])[CH:25]=[CH:26][CH:27]=4)[N:20]=3)[CH:9]=[CH:8][CH:7]=2)=[CH:11][CH:12]=1)=[O:17]. Procedure details: 1-(3-{8-[4-(Dimethyl-phosphinoyl)-phenyl]-[1,2,4]triazolo[1,5-a]pyridin-2-ylamino}-phenyl)-4-methyl-piperazin-2-one was prepared from 2-chloro-8-[4-(dimethyl-phosphinoyl)-phenyl]-[1,2,4]triazolo[1,5-a]pyridine (100.0 mg, 0.3271 mmol) and 1-(3-amino-phenyl)-4-methyl-piperazin-2-one (75.0 mg, 0.365 mmol) with 2,2′-bis-dicyclohexylphosphanyl-biphenyl (28.0 mg, 0.0512 mmol) as the ligand in a manner analogous to Example 2d. Product isolated as a pale yellow solid (0.076 g, 49%). MP=208-211° C. 1H NM... Starting materials: ClCCl, O=C(OCC1(C2CCC2)COC1)c1ccc(I)cc1. The product is Ic1ccc(C23OCC(C4CCC4)(CO2)CO3)cc1. Reaction SMILES: [Cl:20][CH2:21][Cl:22].[I:1][c:2]1[cH:3][cH:4][c:5]([C:6](=[O:7])[O:8][CH2:9][C:10]2([CH:14]3[CH2:15][CH2:16][CH2:17]3)[CH2:11][O:12][CH2:13]2)[cH:18][cH:19]1>>[I:1][c:2]1[cH:3][cH:4][c:5]([C:6]23[O:7][CH2:13][C:10]([CH:14]4[CH2:15][CH2:16][CH2:17]4)([CH2:9][O:8]2)[CH2:11][O:12]3)[cH:18][cH:19]1. Yields the product CC1=NC=2C(=NC(=CC2)C)N1C1=CC=CC=C1 (2,5-Dimethyl-3-phenyl-3H-imidazo[4,5-b]pyridine). Reactants: ClC1=NC(=CC=C1[N+](=O)[O-])C (2-chloro-6-methyl-3-nitropyridine), C1(=CC=CC=C1)NC(C)=O (N-phenylacetamide). RXN SMILES: Cl[C:2]1[C:7]([N+:8]([O-])=O)=[CH:6][CH:5]=[C:4]([CH3:11])[N:3]=1.[C:12]1([NH:18][C:19](=O)[CH3:20])[CH:17]=[CH:16][CH:15]=[CH:14][CH:13]=1>>[CH3:20][C:19]1[N:18]([C:12]2[CH:17]=[CH:16][CH:15]=[CH:14][CH:13]=2)[C:2]2=[N:3][C:4]([CH3:11])=[CH:5][CH:6]=[C:7]2[N:8]=1. The yield is 62.7%. Procedure details: Method A applied to 2-chloro-6-methyl-3-nitropyridine (86 mg, 0.5 mmol) and N-phenylacetamide (81 mg, 0.6 mmol) afforded the title compound as brown viscous oil (70 mg, 63%). 1H NMR (DMSO) δ 2.42 (s, 3H), 3.31 (s, 3H), 7.11 (d, J=8.0Hz, 1H), 7.51-7.63 (m, 5H), 7.89 (d, J=8.0Hz, 1H); 13C NMR δ 14.6, 23.8, 118.0, 126.1, 127.7, 128.7, 129.4, 132.1, 134.8, 148.3, 150.9, 151.1. HRMS: cal. for C14H14N3 [M+H+]: 224.1188; found: 224.1184.